From a dataset of the Open Reaction Database (ORD), a public repository of structured organic reaction records. describe an organic reaction: reactants, conditions, products, and yield The reactants are CO (methanol), FC(C(=O)O)(F)F (trifluoroacetic acid), O=C1N(C=2C(=NC=CC2)N1)C1CCN(CC1)C(=O)O[C@@H]1CC[C@H]([C@@H](C2=NC=CN=C21)NC(=O)OC(C)(C)C)C2=C(C(=CC=C2)F)F ((5R,8S,9S)-9-(tert-butoxycarbonylamino)-8-(2,3-difluorophenyl)-6,7,8,9-tetrahydro-5H-cyclohepta[b]pyrazin-5-yl 4-(2-oxo-2,3-dihydro-1H-imidazo[4,5-b]pyridin-1-yl)piperidine-1-carboxylate). Conditions: time 1 hour. Yields the product O=C1N(C=2C(=NC=CC2)N1)C1CCN(CC1)C(=O)O[C@@H]1CC[C@H]([C@@H](C2=NC=CN=C21)N)C2=C(C(=CC=C2)F)F ((5R,8S,9S)-9-amino-8-(2,3-difluorophenyl)-6,7,8,9-tetrahydro-5H-cyclohepta[b]pyrazin-5-yl 4-(2-oxo-2,3-dihydro-1H-imidazo[4,5-b]pyridin-1-yl)piperidine-1-carboxylate). RXN SMILES: [O:1]=[C:2]1[NH:10][C:5]2=[N:6][CH:7]=[CH:8][CH:9]=[C:4]2[N:3]1[CH:11]1[CH2:16][CH2:15][N:14]([C:17]([O:19][C@H:20]2[C:30]3[C:25](=[N:26][CH:27]=[CH:28][N:29]=3)[C@@H:24]([NH:31]C(OC(C)(C)C)=O)[C@H:23]([C:39]3[CH:44]=[CH:43][CH:42]=[C:41]([F:45])[C:40]=3[F:46])[CH2:22][CH2:21]2)=[O:18])[CH2:13][CH2:12]1.FC(F)(F)C(O)=O.CO>C(Cl)Cl>[O:1]=[C:2]1[NH:10][C:5]2=[N:6][CH:7]=[CH:8][CH:9]=[C:4]2[N:3]1[CH:11]1[CH2:12][CH2:13][N:14]([C:17]([O:19][C@H:20]2[C:30]3[C:25](=[N:26][CH:27]=[CH:28][N:29]=3)[C@@H:24]([NH2:31])[C@H:23]([C:39]3[CH:44]=[CH:43][CH:42]=[C:41]([F:45])[C:40]=3[F:46])[CH2:22][CH2:21]2)=[O:18])[CH2:15][CH2:16]1. Yield: 68.5%. The solvent is C(Cl)Cl (methylene chloride), C(Cl)Cl (methylene chloride). Procedure details: In a 50 mL round-bottomed flask was dissolved (5R,8S,9S)-9-(tert-butoxycarbonylamino)-8-(2,3-difluorophenyl)-6,7,8,9-tetrahydro-5H-cyclohepta[b]pyrazin-5-yl 4-(2-oxo-2,3-dihydro-1H-imidazo[4,5-b]pyridin-1-yl)piperidine-1-carboxylate (38.1 mg, 0.060 mmol) in methylene chloride (1 mL) to give a colorless solution. trifluoroacetic acid (0.5 mL) was added, and the mixture was stirred at rt for 1 h. LCMS showed complete conversion. Volatiles were removed in vacuo, and the residue was partitioned betw... Reactants: O=C(Cl)CCCCCBr, ClCCl, OCc1ccccc1, c1ccncc1. The product is O=C(CCCCCBr)OCc1ccccc1. RXN SMILES: [Br:1][CH2:2][CH2:3][CH2:4][CH2:5][CH2:6][C:7](=[O:8])[Cl:9].[CH2:18]([Cl:19])[Cl:20].[OH:10][CH2:11][c:12]1[cH:13][cH:14][cH:15][cH:16][cH:17]1.[cH:21]1[cH:22][cH:23][n:24][cH:25][cH:26]1>>[Br:1][CH2:2][CH2:3][CH2:4][CH2:5][CH2:6][C:7](=[O:8])[O:10][CH2:11][c:12]1[cH:13][cH:14][cH:15][cH:16][cH:17]1. The reactants are ClC1=C(C(=CC(=C1)F)Cl)N1N=C2C(C=[N+](C=C2F)[O-])=C1 (2-(2,6-dichloro-4-fluorophenyl)-7-fluoro-2H-pyrazolo[4,3-c]pyridine-5-oxide), P(=O)(Br)(Br)Br (phosphorus oxybromide). Solvent: ClCCCl (DCE), C(Cl)Cl (DCM). Run at temperature 0 celsius, time 1 hour. The product is BrC1=NC=C(C=2C1=CN(N2)C2=C(C=C(C=C2Cl)F)Cl)F (4-Bromo-2-(2,6-dichloro-4-fluorophenyl)-7-fluoro-2H-pyrazolo[4,3-c]pyridine). The yield is 28.4%. As a reaction SMILES: [Cl:1][C:2]1[CH:7]=[C:6]([F:8])[CH:5]=[C:4]([Cl:9])[C:3]=1[N:10]1[CH:20]=[C:13]2[CH:14]=[N+:15]([O-])[CH:16]=[C:17]([F:18])[C:12]2=[N:11]1.P(Br)(Br)([Br:23])=O>ClCCCl.C(Cl)Cl>[Br:23][C:14]1[C:13]2=[CH:20][N:10]([C:3]3[C:2]([Cl:1])=[CH:7][C:6]([F:8])=[CH:5][C:4]=3[Cl:9])[N:11]=[C:12]2[C:17]([F:18])=[CH:16][N:15]=1. Reported procedure: To a cooled (0° C.) suspension of 2-(2,6-dichloro-4-fluorophenyl)-7-fluoro-2H-pyrazolo[4,3-c]pyridine-5-oxide (2.95 g, 9.3 mmol) in DCE (50 mL) was added phosphorus oxybromide (8.0 g, 28 mmol). The reaction mixture was stirred at 0° C. for 1 hour, warmed to room temperature, and stirred for a further 3 hours. The reaction mixture was diluted with DCM and washed with sodium carbonate (sat. aq.). The organic layer was dried over anhydrous sodium sulfate and concentrated under reduced pressure. The... Reactants: C(C1=CC=CC=C1)(=O)N1C(C(CCCC1)Cl)=O (N-benzoyl-α-chloro-ε-caprolactam), C1(CCCCCN1)=O (ε-caprolactam), C(C1=CC=CC=C1)(=O)N1C(C(CCCC1)Cl)=O (N-benzoyl-α-chloro-ε-caprolactam), C (charcoal). Run in C1=CC(=C(C=C1)Cl)Cl (ODCB), C1=CC(=C(C=C1)Cl)Cl (ODCB). Yields the product ClC1C(=O)NCCCC1 (α-chloro-ε-caprolactam), C1(CCCCCN1)=O (ε-caprolactam). RXN SMILES: C([N:9]1[CH2:15][CH2:14][CH2:13][CH2:12][CH:11]([Cl:16])[C:10]1=[O:17])(=O)C1C=CC=CC=1.C.[C:19]1(=[O:26])[NH:25][CH2:24][CH2:23][CH2:22][CH2:21][CH2:20]1>C1C=CC(Cl)=C(Cl)C=1>[Cl:16][CH:11]1[CH2:12][CH2:13][CH2:14][CH2:15][NH:9][C:10]1=[O:17].[C:19]1(=[O:26])[NH:25][CH2:24][CH2:23][CH2:22][CH2:21][CH2:20]1. Procedure: The ODCB solution of N-benzoyl-α-chloro-ε-caprolactam is passed through a charcoal bed to remove tars as impurities. It is then passed into another reaction vessel where 9718 parts (86 mols) of ε-caprolactam are added. The transamidation is conducted by heating and stirring the ODCB solution at 140° C. for 2 hours. The solution is then cooled to 5° C. for 1 hour whereupon 21,000 parts (82 mols) N-benzoyl-α-chloro-ε-caprolactam precipitates out of the solution. The N-benzoyl-α-chloro-ε-caprolacta... Starting materials: NC1=C(C=C(CC(C(=O)O)CC(N2CCC(CC2)N2C(NC3=CC=CC=C3C2)=O)=O)C=C1C(F)(F)F)Cl (2-(4-amino-3-chloro-5-trifluoromethyl-benzyl)-4-oxo-4-[4-(2-oxo-1,4-dihydro-2H-quinazolin-3-yl)-piperidin-1-yl]-butanoic acid), C(C)OC(CN1CCN(CC1)C1CCNCC1)=O (ethyl(4-piperidin-4-yl-piperazin-1-yl)-acetate). Product: NC1=C(C=C(CC(C(=O)N2CCC(CC2)N2CCN(CC2)CC(=O)O)CC(N2CCC(CC2)N2C(NC3=CC=CC=C3C2)=O)=O)C=C1C(F)(F)F)Cl ([4-(1-{2-(4-amino-3-chloro-5-trifluoromethyl-benzyl)-4-oxo-4-[4-(2-oxo-1,4-dihydro-2H-quinazolin-3-yl)-piperidin-1-yl]-butyryl}-piperidin-4-yl)-piperazin-1-yl]-acetic acid). As a reaction SMILES: [NH2:1][C:2]1[C:32]([C:33]([F:36])([F:35])[F:34])=[CH:31][C:5]([CH2:6][CH:7]([CH2:11][C:12](=[O:30])[N:13]2[CH2:18][CH2:17][CH:16]([N:19]3[CH2:28][C:27]4[C:22](=[CH:23][CH:24]=[CH:25][CH:26]=4)[NH:21][C:20]3=[O:29])[CH2:15][CH2:14]2)[C:8](O)=[O:9])=[CH:4][C:3]=1[Cl:37].C([O:40][C:41](=[O:55])[CH2:42][N:43]1[CH2:48][CH2:47][N:46]([CH:49]2[CH2:54][CH2:53][NH:52][CH2:51][CH2:50]2)[CH2:45][CH2:44]1)C>>[NH2:1][C:2]1[C:32]([C:33]([F:35])([F:34])[F:36])=[CH:31][C:5]([CH2:6][CH:7]([CH2:11][C:12](=[O:30])[N:13]2[CH2:18][CH2:17][CH:16]([N:19]3[CH2:28][C:27]4[C:22](=[CH:23][CH:24]=[CH:25][CH:26]=4)[NH:21][C:20]3=[O:29])[CH2:15][CH2:14]2)[C:8]([N:52]2[CH2:51][CH2:50][CH:49]([N:46]3[CH2:45][CH2:44][N:43]([CH2:42][C:41]([OH:40])=[O:55])[CH2:48][CH2:47]3)[CH2:54][CH2:53]2)=[O:9])=[CH:4][C:3]=1[Cl:37]. Procedure details: Prepared analogously to Example 16.4 from 108 mg (0.20 mmol) 2-(4-amino-3-chloro-5-trifluoromethyl-benzyl)-4-oxo-4-[4-(2-oxo-1,4-dihydro-2H-quinazolin-3-yl)-piperidin-1-yl]-butanoic acid and 51 mg (0.20 mmol) ethyl(4-piperidin-4-yl-piperazin-1-yl)-acetate. Reactants: [OH-].[Na+] (NaOH), Cl.NCCNS(=O)(=O)C=1C=2C=CN=C(C2C=CC1)O (1-hydroxy-isoquinoline-5-sulfonic acid (2-amino-ethyl)-amide hydrochloride), resultant mixture. Run in CO (CH3OH). Run at time 30 minute. Product: [Cl-].[Na+].NCCNS(=O)(=O)C=1C=2C=CN=C(C2C=CC1)O (1-Hydroxy-isoquinoline-5-sulfonic acid (2-amino-ethyl)-amide sodium chloride). The yield is 96.0%. RXN SMILES: [OH-].[Na+:2].[ClH:3].[NH2:4][CH2:5][CH2:6][NH:7][S:8]([C:11]1[C:12]2[CH:13]=[CH:14][N:15]=[C:16]([OH:21])[C:17]=2[CH:18]=[CH:19][CH:20]=1)(=[O:10])=[O:9]>CO>[Cl-:3].[Na+:2].[NH2:4][CH2:5][CH2:6][NH:7][S:8]([C:11]1[C:12]2[CH:13]=[CH:14][N:15]=[C:16]([OH:21])[C:17]=2[CH:18]=[CH:19][CH:20]=1)(=[O:9])=[O:10] |f:0.1,2.3,5.6.7|. Reported procedure: A 1N NaOH solution (5.96 mL) is added slowly to a stirred suspension of 1-hydroxy-isoquinoline-5-sulfonic acid (2-amino-ethyl)-amide hydrochloride (1.81 g, 5.96 mmol) in CH3OH (10 mL) at ambient temperature under nitrogen. The resultant mixture is allowed to stir for 30 minutes. The mixture is then concentrated at 50° C. under vacuum to give a 1.87 g of the title compound (96% yield) as a white powder.